This data is from the Open Reaction Database (ORD), a public repository of structured organic reaction records. The task is: describe an organic reaction: reactants, conditions, products, and yield Reactants: O=C1CC[C@H]2[C@@H](CN1)C1=CC=CC=C1CC2 (cis-1,3,4,5,5a,6,7,11b-octahydro-3-oxo-2H-naphth[1,2-c]azepine), O (water), C(C1=CC=CC=C1)Br (benzyl bromide), CC(C)([O-])C.[K+] (potassium t-butoxide). Run in C1CCOC1 (THF). Run at time 0.5 hour. Product: C(C1=CC=CC=C1)N1C[C@@H]2[C@H](CCC1=O)CCC1=CC=CC=C12 (cis-2-Benzyl-1,3,4,5,5a,6,7,11b-octahydro-3-oxo-2H-naphth[1,2-c]azepine). Yield: 77.5%. Reaction SMILES: [O:1]=[C:2]1[NH:8][CH2:7][C@H:6]2[C:9]3[C:14]([CH2:15][CH2:16][C@H:5]2[CH2:4][CH2:3]1)=[CH:13][CH:12]=[CH:11][CH:10]=3.CC(C)([O-])C.[K+].[CH2:23](Br)[C:24]1[CH:29]=[CH:28][CH:27]=[CH:26][CH:25]=1.O>C1COCC1>[CH2:23]([N:8]1[C:2](=[O:1])[CH2:3][CH2:4][C@@H:5]2[CH2:16][CH2:15][C:14]3[C:9]([C@@H:6]2[CH2:7]1)=[CH:10][CH:11]=[CH:12][CH:13]=3)[C:24]1[CH:29]=[CH:28][CH:27]=[CH:26][CH:25]=1 |f:1.2|. Procedure: To a suspension of cis-1,3,4,5,5a,6,7,11b-octahydro-3-oxo-2H-naphth[1,2-c]azepine (1.0 g, 4.65 mmol), from Step 3 of Example 75, in 20 mL of dry THF, was added potassium t-butoxide (0.78 g, 6.9 mmol). The reaction mixture was stirred at ambient temperature for 0.5 h and then cooled to 0° C. and benzyl bromide (0.8 mL, 6.7 mmol) was added. The reaction mixture was allowed to warm to ambient temperature, stirred for 3 h and then poured into water and extracted three times with ethyl acetate. The c...